Dataset: the Open Reaction Database (ORD), a public repository of structured organic reaction records. Task: describe an organic reaction: reactants, conditions, products, and yield Reactants: ClC=1C=C(C=CC1F)C1=CN=C2N1C=CC(=C2F)C(C)(C)O (2-[3-(3-Chloro-4-fluorophenyl)-8-fluoroimidazo[1,2-α]pyridin-7-yl]-propan-2-ol), C(C)(C)C=1C=C(C=CC1)B(O)O (3-isopropylbenzeneboronic acid). Product: FC=1C=2N(C=CC1C(C)(C)O)C(=CN2)C=2C=CC(=C(C2)C2=CC(=CC=C2)C(C)C)F (2-[8-fluoro-3-(2-fluoro-3′-isopropylbiphenyl-5-yl)imidazo[1,2-α]pyridin-7-yl]propan-2-ol). Yield: 4.0%. RXN SMILES: Cl[C:2]1[CH:3]=[C:4]([C:9]2[N:13]3[CH:14]=[CH:15][C:16]([C:19]([OH:22])([CH3:21])[CH3:20])=[C:17]([F:18])[C:12]3=[N:11][CH:10]=2)[CH:5]=[CH:6][C:7]=1[F:8].[CH:23]([C:26]1[CH:27]=[C:28](B(O)O)[CH:29]=[CH:30][CH:31]=1)([CH3:25])[CH3:24]>>[F:18][C:17]1[C:12]2[N:13]([C:9]([C:4]3[CH:5]=[CH:6][C:7]([F:8])=[C:2]([C:30]4[CH:29]=[CH:28][CH:27]=[C:26]([CH:23]([CH3:25])[CH3:24])[CH:31]=4)[CH:3]=3)=[CH:10][N:11]=2)[CH:14]=[CH:15][C:16]=1[C:19]([OH:22])([CH3:21])[CH3:20]. Procedure details: 2-[3-(3-Chloro-4-fluorophenyl)-8-fluoroimidazo[1,2-α]pyridin-7-yl]-propan-2-ol and 3-isopropylbenzeneboronic acid were coupled in the same way as in Example 30 to give 2-[8-fluoro-3-(2-fluoro-3′-isopropylbiphenyl-5-yl)imidazo[1,2-α]pyridin-7-yl]propan-2-ol as an off-white solid (7 mg, 4%): m/z (ES+) 406 [MH+]. The product is [N+](=O)([O-])C1=C(C=CC(=C1)[N+](=O)[O-])[O-].N[N+]1=CC(=C(C=C1)NC(=O)OC(C)(C)C)F (1-amino-4-((tert-butoxycarbonyl)amino)-3-fluoropyridin-1-ium 2,4-dinitrophenolate). Reaction conditions: temperature 40 celsius, time 30 minute. Reaction SMILES: [F:1][C:2]1[CH:3]=[N:4][CH:5]=[CH:6][C:7]=1[NH:8][C:9](=[O:15])[O:10][C:11]([CH3:14])([CH3:13])[CH3:12].[N+:16]([C:19]1[CH:24]=[C:23]([N+:25]([O-:27])=[O:26])[CH:22]=[CH:21][C:20]=1[O:28]N)([O-:18])=[O:17]>CC#N>[N+:16]([C:19]1[CH:24]=[C:23]([N+:25]([O-:27])=[O:26])[CH:22]=[CH:21][C:20]=1[O-:28])([O-:18])=[O:17].[NH2:16][N+:4]1[CH:5]=[CH:6][C:7]([NH:8][C:9]([O:10][C:11]([CH3:12])([CH3:14])[CH3:13])=[O:15])=[C:2]([F:1])[CH:3]=1 |f:3.4|. Procedure: A solution of tert-butyl (3-fluoropyridin-4-yl)carbamate (25.0 g, 125 mmol) in MeCN (200 ml), was added O-(2,4-dinitrophenyl)hydroxylamine (26.64 g, 125 mmol) in MeCN (200 ml), drop wise over 30 min at RT, reaction mass was stirred at 40° C. for 12 hrs, reaction mass was concentrated at temperature below 40° C. under reduced pressure to afford 50 g of title compound as gummy solid, which was used in the next step without further purification. Starting materials: FC=1C=NC=CC1NC(OC(C)(C)C)=O (tert-butyl (3-fluoropyridin-4-yl)carbamate), [N+](=O)([O-])C1=C(C=CC(=C1)[N+](=O)[O-])ON (O-(2,4-dinitrophenyl)hydroxylamine). The solvent is CC#N (MeCN), CC#N (MeCN). The yield is 194.5%.